Task: describe an organic reaction: reactants, conditions, products, and yield. Dataset: the Open Reaction Database (ORD), a public repository of structured organic reaction records Starting materials: CCOC(=O)CCC(=O)Cl, CCN(CC)CCC(=O)CCCc1cccc(OC)c1, CCOC(=O)CCC(=O)C(C)C(=O)OCC, CCO, [K], c1ccccc1. Product: CCOC(=O)CCC(=O)C(C)(CCC(=O)CCCc1cccc(OC)c1)C(=O)OCC. As a reaction SMILES: [CH2:17]([O:18][C:19]([CH2:20][CH2:21][C:22]([Cl:23])=[O:24])=[O:25])[CH3:26].[CH2:27]([N:28]([CH2:29][CH3:45])[CH2:30][CH2:31][C:32]([CH2:33][CH2:34][CH2:35][c:36]1[cH:37][c:38]([O:42][CH3:43])[cH:39][cH:40][cH:41]1)=[O:44])[CH3:46].[CH3:1][CH:2]([C:3](=[O:4])[O:5][CH2:6][CH3:7])[C:8]([CH2:9][CH2:10][C:11](=[O:12])[O:13][CH2:14][CH3:15])=[O:16].[CH3:54][CH2:55][OH:56].[K:47].[cH:48]1[cH:49][cH:50][cH:51][cH:52][cH:53]1>>[CH3:1][C:2]([C:3](=[O:4])[O:5][CH2:6][CH3:7])([C:8]([CH2:9][CH2:10][C:11](=[O:12])[O:13][CH2:14][CH3:15])=[O:16])[CH2:30][CH2:31][C:32]([CH2:33][CH2:34][CH2:35][c:36]1[cH:37][c:38]([O:42][CH3:43])[cH:39][cH:40][cH:41]1)=[O:44]. Reactants: BrC=1C=C(C(=NC1)Cl)Cl (5-bromo-2,3-dichloropyridine), [Cl-].C(C)(C)(C)OC(C[Zn+])=O ((2-tert-butoxy-2-oxoethyl) zinc(II) chloride), CCOCC (ether). The reagents and catalysts are C=1C=CC(=CC1)/C=C/C(=O)/C=C/C2=CC=CC=C2.C=1C=CC(=CC1)/C=C/C(=O)/C=C/C2=CC=CC=C2.[Pd] (Pd(dba)2), CC(C)(C)P([C-]1C=CC=C1)C(C)(C)C.C1=CC=C(C=C1)[C-]2C(=C(C(=C2C3=CC=CC=C3)C4=CC=CC=C4)C5=CC=CC=C5)C6=CC=CC=C6.[Fe+2] (Q-phos). Solvent: C1CCOC1 (THF). Run at temperature 70 celsius, time 8 hour. Product: ClC=1C=C(C=NC1Cl)CC(=O)OC(C)(C)C (tert-butyl 2-(5,6-dichloropyridin-3-yl)acetate). As a reaction SMILES: Br[C:2]1[CH:3]=[C:4]([Cl:9])[C:5]([Cl:8])=[N:6][CH:7]=1.[Cl-].[C:11]([O:15][C:16](=[O:19])[CH2:17][Zn+])([CH3:14])([CH3:13])[CH3:12].CCOCC>C1C=CC(/C=C/C(/C=C/C2C=CC=CC=2)=O)=CC=1.C1C=CC(/C=C/C(/C=C/C2C=CC=CC=2)=O)=CC=1.[Pd].CC(P(C(C)(C)C)[C-]1C=CC=C1)(C)C.C1C=CC([C-]2C(C3C=CC=CC=3)=C(C3C=CC=CC=3)C(C3C=CC=CC=3)=C2C2C=CC=CC=2)=CC=1.[Fe+2].C1COCC1>[Cl:9][C:4]1[CH:3]=[C:2]([CH2:17][C:16]([O:15][C:11]([CH3:14])([CH3:13])[CH3:12])=[O:19])[CH:7]=[N:6][C:5]=1[Cl:8] |f:1.2,4.5.6,7.8.9|. Reported procedure: To a sealed tube were added 5-bromo-2,3-dichloropyridine 184-1 (113 mg, 0.50 mmol), 0.5 M (2-tert-butoxy-2-oxoethyl) zinc(II) chloride 86-5 in ether (1.2 mL, 0.60 mmol), Pd(dba)2 (14 mg, 0.025 mmol), Q-phos (36 mg, 0.05 mmol) and THF (1.5 mL). The reaction mixture was bubbled with nitrogen for 1 minute and stirred at 70° C. overnight. After cooling to room temperature, all the solvents were evaporated and the residue was redissolved in ethyl acetate, washed with water and brine, dried over Na2SO... The reactants are ClC1=NC=C(C(=N1)Cl)I (2,4-dichloro-5-iodopyrimidine), NCCNC(C)=O (N-(2-aminoethyl)acetamide). Product: ClC1=NC=C(C(=N1)NCCNC(C)=O)I (N-[2-(2-chloro-5-iodopyrimidine-4-ylamino)ethyl]acetamide). The yield is 71.0%. As a reaction SMILES: [Cl:1][C:2]1[N:7]=[C:6](Cl)[C:5]([I:9])=[CH:4][N:3]=1.[NH2:10][CH2:11][CH2:12][NH:13][C:14](=[O:16])[CH3:15]>>[Cl:1][C:2]1[N:7]=[C:6]([NH:10][CH2:11][CH2:12][NH:13][C:14](=[O:16])[CH3:15])[C:5]([I:9])=[CH:4][N:3]=1. Reported procedure: In analogy to GP 2 reaction of 2,4-dichloro-5-iodopyrimidine (1.0 g, 3.6 mmol) with N-(2-aminoethyl)acetamide (e.g. ABCR, Aldrich) (0.42 mL, 3.9 mmol) provided the desired product in 71% yield (878 mg) after trituration of the crystals obtained with diethyl ether. Reactants: O=C([O-])[O-], CCC(C)=O, CI, CCOC(C)=O, [K+], [K+], COc1ccc(CC(C)=O)cc1S. Product: COc1ccc(CC(C)=O)cc1SC. RXN SMILES: [C:14](=[O:15])([O-:16])[O-:17].[CH2:22]([C:23]([CH3:24])=[O:25])[CH3:26].[CH3:20][I:21].[CH3:27][CH2:28][O:29][C:30](=[O:31])[CH3:32].[K+:18].[K+:19].[SH:1][c:2]1[cH:3][c:4]([CH2:10][C:11]([CH3:12])=[O:13])[cH:5][cH:6][c:7]1[O:8][CH3:9]>>[S:1]([c:2]1[cH:3][c:4]([CH2:10][C:11]([CH3:12])=[O:13])[cH:5][cH:6][c:7]1[O:8][CH3:9])[CH3:14]. Starting materials: FC1=NC=CC=C1CN1N=C(C=C1)N1C(C2=CC=CC=C2C1=O)=O (2-{1-[(2-fluoro-3-pyridinyl)methyl]-1H-pyrazol-3-yl}-1H-isoindole-1,3(2H)-dione), O.NN (hydrazine monohydrate). Run in C(C)O (ethanol). Conditions: time 4 hour. The product is FC1=NC=CC=C1CN1N=C(C=C1)N (1-[(2-fluoro-3-pyridinyl)methyl]-1H-pyrazol-3-amine). Yield: 95.0%. Reaction SMILES: [F:1][C:2]1[C:7]([CH2:8][N:9]2[CH:13]=[CH:12][C:11]([N:14]3C(=O)C4C(=CC=CC=4)C3=O)=[N:10]2)=[CH:6][CH:5]=[CH:4][N:3]=1.O.NN>C(O)C>[F:1][C:2]1[C:7]([CH2:8][N:9]2[CH:13]=[CH:12][C:11]([NH2:14])=[N:10]2)=[CH:6][CH:5]=[CH:4][N:3]=1 |f:1.2|. Procedure: A mixture of Intermediate 46 (180 mg, 0.558 mmol) and hydrazine monohydrate (FLUKA, 0.035 mL, 1.117 mmol) in ethanol (10 mL) was stirred at room temperature for 4 h. Precipitate was filtered and washed with DCM. Filtrate was evaporated to dryness. Residue was purified by silica column chromatography using a linear gradient of DCM/MeOH as eluents to yield the title compound (102 mg, 0.53 mmol, 95% yield). 1H NMR (300 MHz, DMSO-d6) δ ppm: 8.15 (m, 1H), 7.57-7.62 (m, 1H), 7.45 (d, 1H), 7.29-7.33 (m... Reactants: C(=O)(O)C1=CC=C(C=O)C=C1 (4-Carboxybenzaldehyde), C(C)(=O)Cl (acetyl chloride). Run in CO (MeOH). Reaction conditions: time 8 hour. Yields the product COC(=O)C1=CC=C(C=O)C=C1 (p-(Methoxycarbonyl)benzaldehyde). Yield: 96.0%. Reaction SMILES: [C:1]([C:4]1[CH:11]=[CH:10][C:7]([CH:8]=[O:9])=[CH:6][CH:5]=1)([OH:3])=[O:2].[C:12](Cl)(=O)C>CO>[CH3:12][O:2][C:1]([C:4]1[CH:11]=[CH:10][C:7]([CH:8]=[O:9])=[CH:6][CH:5]=1)=[O:3]. Procedure details: 4-Carboxybenzaldehyde (2 mmol) was diluted in 6 mL of anhydrous MeOH. The mixture under N2 was placed in an ice bath and acetyl chloride (10 mmol) was added dropwise. The ice bath was removed and the mixture was stirred overnight at room temperature. The methanol was removed under reduced pressure and the mixture was diluted in 35 mL of EtOAc. The organic phase was washed with 5×10 mL of 1N NaOH and 3×10 mL of brine, dried with MgSO4 and filtered. The volatiles were removed and the product was o... The reactants are CCCCCC(=O)Cl, CO, Nc1ncc(O)cn1, c1ccncc1. Yields the product CCCCCC(=O)Nc1ncc(O)cn1. Reaction SMILES: [C:9]([CH2:10][CH2:11][CH2:12][CH2:13][CH3:14])(=[O:15])[Cl:16].[CH3:17][OH:18].[OH:1][c:2]1[cH:3][n:4][c:5]([NH2:8])[n:6][cH:7]1.[cH:19]1[cH:20][cH:21][n:22][cH:23][cH:24]1>>[OH:1][c:2]1[cH:3][n:4][c:5]([NH:8][C:9]([CH2:10][CH2:11][CH2:12][CH2:13][CH3:14])=[O:15])[n:6][cH:7]1. RXN SMILES: [Cl:1][C:2]1[CH:7]=[CH:6][CH:5]=[CH:4][C:3]=1[CH:8]1[CH2:17][C:16]2[N+:15]([O-:18])=[N:14][CH:13]=[C:12]([CH3:19])[C:11]=2[C:10](=O)[CH2:9]1.[C:21]([NH:24][NH2:25])([NH2:23])=[NH:22].Cl.Cl>C(O)C>[ClH:1].[Cl:1][C:2]1[CH:7]=[CH:6][CH:5]=[CH:4][C:3]=1[CH:8]1[CH2:17][C:16]2[N+:15]([O-:18])=[N:14][CH:13]=[C:12]([CH3:19])[C:11]=2[C:10](=[N:25][NH:24][C:21]([NH2:23])=[NH:22])[CH2:9]1 |f:1.2,5.6|. Product: Cl.ClC1=C(C=CC=C1)C1CC(C=2C(=CN=[N+](C2C1)[O-])C)=NNC(=N)N (7-(2-chlorophenyl)-5-guanidinoimino-4-methyl-5,6,7,8-tetrahydrocinnolin-1-oxide hydrochloride). The yield is 170.7%. Reported procedure: To a mixture of 7-(2-chlorophenyl)-4-methyl-5,6,7,8-tetrahydrocinnolin-5-one-1-oxide (173 mg) and aminoguanidine hydrochloride (73 mg) were added ethanol (4 ml) and concentrated hydrochloric acid (0.07 ml), and the mixture was stirred at 90° C. (bath temperature) for 3.5 hours. The reaction solution was cooled to room temperature, and the resulting crystals were filtered and dried to give 7-(2-chlorophenyl)-5-guanidinoimino-4-methyl-5,6,7,8-tetrahydrocinnolin-1-oxide hydrochloride (Compound 159)... Reaction conditions: temperature 90 celsius, time 3.5 hour. Starting materials: Cl (hydrochloric acid), ClC1=C(C=CC=C1)C1CC(C=2C(=CN=[N+](C2C1)[O-])C)=O (7-(2-chlorophenyl)-4-methyl-5,6,7,8-tetrahydrocinnolin-5-one-1-oxide), C(=N)(N)NN.Cl (aminoguanidine hydrochloride). The solvent is C(C)O (ethanol). Starting materials: FC=1C=C2C(C(=O)OC2=O)=CC1 (4-fluorophthalic anhydride), C(C(C)(C)C)NCC(=O)OCC (ethyl 2-(neopentylamino)acetate), C(C)O.[O-]CC.[Na+] (sodium ethoxide ethanol), C([O-])([O-])=O.[K+].[K+] (potassium carbonate), C(C)I (ethyl iodide), Cl (hydrochloric acid). The solvent is O1CCCC1 (tetrahydrofuran), O (water), O (water). Conditions: time 3 hour. The product is FC1=CC=C2C(=C(N(C(C2=C1)=O)CC(C)(C)C)C(=O)OCC)O (ethyl 7-fluoro-4-hydroxy-2-neopentyl-1-oxo-1,2-dihydro-3-isoquinolinecarboxylate). The yield is 31.9%. As a reaction SMILES: [F:1][C:2]1[CH:3]=[C:4]2[C:9](=[O:10])[O:8][C:6](=O)[C:5]2=[CH:11][CH:12]=1.[CH2:13]([NH:18][CH2:19][C:20]([O:22][CH2:23][CH3:24])=[O:21])[C:14]([CH3:17])([CH3:16])[CH3:15].C(=O)([O-])[O-].[K+].[K+].C(I)C.C(O)C.[O-]CC.[Na+].Cl>O1CCCC1.O>[F:1][C:2]1[CH:3]=[C:4]2[C:5]([C:6]([OH:8])=[C:19]([C:20]([O:22][CH2:23][CH3:24])=[O:21])[N:18]([CH2:13][C:14]([CH3:15])([CH3:16])[CH3:17])[C:9]2=[O:10])=[CH:11][CH:12]=1 |f:2.3.4,6.7.8|. Reported procedure: A solution of 4-fluorophthalic anhydride (8.31 g, 50 mmol) and ethyl 2-(neopentylamino)acetate (10.40 g, 60 mmol) in tetrahydrofuran (50 ml) was stirred at room temperature for 1 h. The reaction mixture was poured into water and extracted with ethyl acetate. The extract was washed with brine, dried over anhydrous magnesium sulfate and concentrated under reduced pressure. The residue was dissolved in N,N-dimethylformamide (50 ml), and potassium carbonate (6.91 g, 50 mmol) and ethyl iodide (4.8 ml...